Dataset: the Open Reaction Database (ORD), a public repository of structured organic reaction records. Task: describe an organic reaction: reactants, conditions, products, and yield Reactants: hydrochloride salt, [N-]=[N+]=[N-] (azide), CC1=CC=C(C=C1)S(=O)(=O)OCC1OC2=C(C1)C=CC=C2OS(=O)(=O)C(F)(F)F ((±)-(7-{[(trifluoromethyl)sulfonyl]oxy}-2,3-dihydro-1-benzofuran-2-yl)methyl 4-methylbenzenesulfonate), Intermediate 50, CC1=CC=C(C=C1)S(=O)(=O)OCC1OC2=C(C1)C=CC=C2C2=CC=CC1=CC=CC=C21 ((±)-[7-(1-naphthyl)-2,3-dihydro-1-benzofuran-2-yl]methyl 4-methylbenzenesulfonate), Intermediate 98, N(=[N+]=[N-])CC1OC2=C(C1)C=CC=C2C2=CC=CC1=CC=CC=C21 ((±)-2-(azidomethyl)-7-(1-naphthyl)-2,3-dihydro-1-benzofuran), [N-]=[N+]=[N-].[Na+] (sodium azide), C1(=CC=CC2=CC=CC=C12)B(O)O (1-naphthaleneboronic acid), P(=O)([O-])([O-])[O-].[K+].[K+].[K+] (potassium phosphate), S(=O)(=O)([O-])C1=CC=C(C)C=C1 (tosylate). Reagents/catalysts: [Pd] (palladium on carbon), C=1C=CC(=CC1)[P](C=2C=CC=CC2)(C=3C=CC=CC3)[Pd]([P](C=4C=CC=CC4)(C=5C=CC=CC5)C=6C=CC=CC6)([P](C=7C=CC=CC7)(C=8C=CC=CC8)C=9C=CC=CC9)[P](C=1C=CC=CC1)(C=1C=CC=CC1)C=1C=CC=CC1 (tetrakis(triphenylphosphine)palladium(0)). Yields the product C1(=CC=CC2=CC=CC=C12)C1=CC=CC=2CC(OC21)CN ((±)-1-[7-(1-naphthyl)-2,3-dihydro-1-benzofuran-2-yl]methanamine). The yield is 24.4%. As a reaction SMILES: CC1C=CC(S(O[CH2:12][CH:13]2[CH2:17][C:16]3[CH:18]=[CH:19][CH:20]=[C:21](OS(C(F)(F)F)(=O)=O)[C:15]=3[O:14]2)(=O)=O)=CC=1.[C:30]1(B(O)O)[C:39]2[C:34](=[CH:35][CH:36]=[CH:37][CH:38]=2)[CH:33]=[CH:32][CH:31]=1.P([O-])([O-])([O-])=O.[K+].[K+].[K+].CC1C=CC(S(OCC2CC3C=CC=C(C4C5C(=CC=CC=5)C=CC=4)C=3O2)(=O)=O)=CC=1.S(C1C=CC(C)=CC=1)([O-])(=O)=O.[N-:93]=[N+]=[N-].[Na+].N(CC1CC2C=CC=C(C3C4C(=CC=CC=4)C=CC=3)C=2O1)=[N+]=[N-].[N-]=[N+]=[N-]>[Pd].C1C=CC([P]([Pd]([P](C2C=CC=CC=2)(C2C=CC=CC=2)C2C=CC=CC=2)([P](C2C=CC=CC=2)(C2C=CC=CC=2)C2C=CC=CC=2)[P](C2C=CC=CC=2)(C2C=CC=CC=2)C2C=CC=CC=2)(C2C=CC=CC=2)C2C=CC=CC=2)=CC=1>[C:30]1([C:21]2[C:15]3[O:14][CH:13]([CH2:12][NH2:93])[CH2:17][C:16]=3[CH:18]=[CH:19][CH:20]=2)[C:39]2[C:34](=[CH:35][CH:36]=[CH:37][CH:38]=2)[CH:33]=[CH:32][CH:31]=1 |f:2.3.4.5,8.9,^1:127,129,148,167|. Procedure: Treatment of (±)-(7-{[(trifluoromethyl)sulfonyl]oxy}-2,3-dihydro-1-benzofuran-2-yl)methyl 4-methylbenzenesulfonate (1.5 g, 3.32 mmol) with 1-naphthaleneboronic acid (0.86 g, 4.97 mmol), tetrakis(triphenylphosphine)palladium(0) (0.38 g, 0.33 mmol), and potassium phosphate (1.41 g, 6.63 mmol) generally according to the procedure described for Intermediate 50 provided (±)-[7-(1-naphthyl)-2,3-dihydro-1-benzofuran-2-yl]methyl 4-methylbenzenesulfonate. Treatment of the tosylate with sodium azide (0.10... Starting materials: FC(C(=O)O)(F)F (trifluoroacetic acid), [Si](C)(C)(C(C)(C)C)O[C@H]1CN(CC1)C(=O)OC(C)(C)C ((R)-3-(tert-butyldimethylsilyloxy)-N-(tert-butoxycarbonyl)pyrrolidine), dirhodium(II) tetrakis[(S)—N-[p-(dodecylphenyl)sulfonyl]prolinate], COC(C(C1=CC(=C(C=C1)Cl)Cl)=[N+]=[N-])=O (Diazo-(3,4-dichlorophenyl)acetic acid methyl ester), C(C)C(C)(CC)CC (2,2-diethylbutane). Product: Cl.ClC=1C=C(C=CC1Cl)[C@@H](C(=O)OC)[C@H]1NC[C@@H](C1)O ((R)-methyl 2-(3,4-dichlorophenyl)-2-((2S,4R)-4-hydroxypyrrolidin-2-yl)acetate hydrochloride). Procedure details: A stirred solution of (R)-3-(tert-butyldimethylsilyloxy)-N-(tert-butoxycarbonyl)pyrrolidine (1.00 g, 3.32 mmol) and dirhodium(II) tetrakis[(S)—N-[p-(dodecylphenyl)sulfonyl]prolinate] {Rh2(R-DOSP)4} (125 mg, 0.07 mmol) in 2,2-dimethylbutane was stirred under reflux. Diazo-(3,4-dichlorophenyl)acetic acid methyl ester (1.63 g, 6.64 mmol) in a 1:4 mixture of trifluorotolune: 2,2-diethylbutane was added via syringe pump over a 3 hour period. The mixture was stirred under reflux for an additional 2 ho... As a reaction SMILES: [Si]([O:8][C@@H:9]1[CH2:13][CH2:12][N:11](C(OC(C)(C)C)=O)[CH2:10]1)(C(C)(C)C)(C)C.[CH3:21][O:22][C:23](=[O:35])[C:24](=[N+]=[N-])[C:25]1[CH:30]=[CH:29][C:28]([Cl:31])=[C:27]([Cl:32])[CH:26]=1.C(C(CC)(CC)C)C.FC(F)(F)C(O)=O>CC(C)(CC)C>[ClH:31].[Cl:32][C:27]1[CH:26]=[C:25]([C@H:24]([C@@H:12]2[CH2:13][C@@H:9]([OH:8])[CH2:10][NH:11]2)[C:23]([O:22][CH3:21])=[O:35])[CH:30]=[CH:29][C:28]=1[Cl:31] |f:5.6|. Isolated yield 35.0%. Conditions: time 16 hour. The solvent is CC(C)(CC)C (2,2-dimethylbutane). Reactants: [BH3-]C#N, Cc1c(OC2CCCC(NCc3ccccc3)C2)ccc2[nH]ncc12, CC(=O)O, CO, ClC(Cl)Cl, [Na+]. The product is Cc1c(OC2CCCC(N(C)Cc3ccccc3)C2)ccc2[nH]ncc12. As a reaction SMILES: [C:30]([BH3-:31])#[N:32].[CH2:1]([c:2]1[cH:3][cH:4][cH:5][cH:6][cH:7]1)[NH:8][CH:9]1[CH2:10][CH:11]([O:15][c:16]2[c:17]([CH3:25])[c:18]3[cH:19][n:20][nH:21][c:22]3[cH:23][cH:24]2)[CH2:12][CH2:13][CH2:14]1.[CH3:26][C:27](=[O:28])[OH:29].[CH3:34][OH:35].[CH:36]([Cl:37])([Cl:38])[Cl:39].[Na+:33]>>[CH2:1]([c:2]1[cH:3][cH:4][cH:5][cH:6][cH:7]1)[N:8]([CH:9]1[CH2:10][CH:11]([O:15][c:16]2[c:17]([CH3:25])[c:18]3[cH:19][n:20][nH:21][c:22]3[cH:23][cH:24]2)[CH2:12][CH2:13][CH2:14]1)[CH3:26]. The reactants are C(C1=CC=CC=C1)OC(NC(C(C(=P(C1=CC=CC=C1)(C1=CC=CC=C1)C1=CC=CC=C1)C#N)=O)CNC(C)=O)=O ([1-(acetylaminomethyl)-3-cyano-2-oxo-3-(triphenyl-λ5-phosphanylidene) propyl]carbamic acid benzyl ester), O=[O+][O-] (ozone), N1CCCCC1 (Piperidine). The solvent is C(Cl)Cl (CH2Cl2). Reaction conditions: time 15 minute. Product: C(C1=CC=CC=C1)OC(NC(C(C(N1CCCCC1)=O)=O)CNC(C)=O)=O ([1-(acetylaminomethyl)-2,3-dioxo-3-piperidin-1-yl-propyl]carbamic acid benzyl ester). Yield: 32.0%. As a reaction SMILES: [CH2:1]([O:8][C:9](=[O:41])[NH:10][CH:11]([CH2:36][NH:37][C:38](=[O:40])[CH3:39])[C:12](=[O:35])[C:13](C#N)=P(C1C=CC=CC=1)(C1C=CC=CC=1)C1C=CC=CC=1)[C:2]1[CH:7]=[CH:6][CH:5]=[CH:4][CH:3]=1.[O:42]=[O+][O-].[NH:45]1[CH2:50][CH2:49][CH2:48][CH2:47][CH2:46]1>C(Cl)Cl>[CH2:1]([O:8][C:9](=[O:41])[NH:10][CH:11]([CH2:36][NH:37][C:38](=[O:40])[CH3:39])[C:12](=[O:35])[C:13](=[O:42])[N:45]1[CH2:50][CH2:49][CH2:48][CH2:47][CH2:46]1)[C:2]1[CH:3]=[CH:4][CH:5]=[CH:6][CH:7]=1. Procedure: A solution of [1-(acetylaminomethyl)-3-cyano-2-oxo-3-(triphenyl-λ5-phosphanylidene) propyl]carbamic acid benzyl ester (prepared as described in Example 10) (572 mg, 1.01 mmol, 1 equiv) in CH2Cl2 (11 mL) at −78° C. was treated with ozone gas for 2 h. The chilled solution was then purged with Ar for 10 min until the color had changed from green to yellow. Piperidine (0.110 mL, 1.12 mmol, 1.1 equiv) was added dropwise over 1 min, and stirring continued at −78° C. for 15 min. The volatiles were remo... The reactants are C1CNCCN1, CC#N, COc1ccccc1C(C)Oc1cncc(Cl)n1, ClCCl, [K+], [K+], O=C([O-])[O-]. Product: COc1ccccc1C(C)Oc1cncc(N2CCNCC2)n1. As a reaction SMILES: [CH2:19]1[CH2:20][NH:21][CH2:22][CH2:23][NH:24]1.[CH3:31][C:32]#[N:33].[Cl:1][c:2]1[n:3][c:4]([O:8][CH:9]([CH3:10])[c:11]2[c:12]([O:17][CH3:18])[cH:13][cH:14][cH:15][cH:16]2)[cH:5][n:6][cH:7]1.[Cl:34][CH2:35][Cl:36].[K+:25].[K+:26].[O-:27][C:28]([O-:29])=[O:30]>>[c:2]1([N:21]2[CH2:20][CH2:19][NH:24][CH2:23][CH2:22]2)[n:3][c:4]([O:8][CH:9]([CH3:10])[c:11]2[c:12]([O:17][CH3:18])[cH:13][cH:14][cH:15][cH:16]2)[cH:5][n:6][cH:7]1. Starting materials: C(C=C)Br (Allyl bromide), O (Water), [H-].[Na+] (Sodium hydride), [Si](C)(C)(C(C)(C)C)OCCN(C1=CC=C(NC(=O)OC(C)(C)C)C=C1)CCO[Si](C)(C)C(C)(C)C (4-[bis(2-tert-butyldimethylsilyloxyethyl)amino]-N-(tert-butoxycarbonyl)aniline), resultant mixture. The solvent is CN(C)C=O (DMF). Reaction conditions: temperature 0 celsius, time 12 hour. Yields the product C(C=C)N(C1=CC=C(C=C1)N(CCO[Si](C)(C)C(C)(C)C)CCO[Si](C)(C)C(C)(C)C)C(=O)OC(C)(C)C (N-allyl-4-[bis(2-tert-butyldimethylsilyloxyethyl)amino]-N-(tert-butoxycarbonyl)aniline). Reaction SMILES: [H-].[Na+].[Si:3]([O:10][CH2:11][CH2:12][N:13]([CH2:28][CH2:29][O:30][Si:31]([C:34]([CH3:37])([CH3:36])[CH3:35])([CH3:33])[CH3:32])[C:14]1[CH:27]=[CH:26][C:17]([NH:18][C:19]([O:21][C:22]([CH3:25])([CH3:24])[CH3:23])=[O:20])=[CH:16][CH:15]=1)([C:6]([CH3:9])([CH3:8])[CH3:7])([CH3:5])[CH3:4].[CH2:38](Br)[CH:39]=[CH2:40].O>CN(C=O)C>[CH2:40]([N:18]([C:19]([O:21][C:22]([CH3:25])([CH3:24])[CH3:23])=[O:20])[C:17]1[CH:16]=[CH:15][C:14]([N:13]([CH2:28][CH2:29][O:30][Si:31]([C:34]([CH3:37])([CH3:36])[CH3:35])([CH3:32])[CH3:33])[CH2:12][CH2:11][O:10][Si:3]([C:6]([CH3:9])([CH3:7])[CH3:8])([CH3:5])[CH3:4])=[CH:27][CH:26]=1)[CH:39]=[CH2:38] |f:0.1|. Procedure: Sodium hydride (60% dispersion in mineral oil; 0.265 g) was added to a stirred solution of 4-[bis(2-tert-butyldimethylsilyloxyethyl)amino]-N-(tert-butoxycarbonyl)aniline (3.15 g) in DMF (20 ml) which had been cooled to 0° C. The resultant mixture was stirred at ambient temperature for 1 hour. Allyl bromide (0.625 ml) was added and the mixture was stirred at ambient temperature for 12 hours. Water (5 ml) was added and the mixture was partitioned between diethyl ether and water. The organic phase ...